Dataset: the Open Reaction Database (ORD), a public repository of structured organic reaction records. Task: describe an organic reaction: reactants, conditions, products, and yield Reactants: C(CCC)OC=1C(OC2=C(C1O)C=CC=C2O)=O (3-butoxy-4,8-dihydroxy-2H-1-benzopyran-2-one), BrCCC(=O)OCC (ethyl 3-bromopropionate). Yields the product C(CCC)OC=1C(OC2=C(C1O)C=CC=C2OCCC(=O)OCC)=O (3-butoxy-4-hydroxy-8-(2-ethoxycarbonylethoxy)-2H-1-benzopyran-2-one). Procedure: In the same manner as in Reference Example 3, except that an equimolar amount of 3-butoxy-4,8-dihydroxy-2H-1-benzopyran-2-one was used in place of 3-hexyloxy-4,5-dihydroxy-2H-1-benzopyran-2-one, and ethyl 3-bromopropionate was used in place of ethyl bromoacetate in Reference Example 3, 3-butoxy-4-hydroxy-8-(2-ethoxycarbonylethoxy)-2H-1-benzopyran-2-one was obtained. Reaction SMILES: [CH2:1]([O:5][C:6]1[C:7](=[O:18])[O:8][C:9]2[C:16]([OH:17])=[CH:15][CH:14]=[CH:13][C:10]=2[C:11]=1[OH:12])[CH2:2][CH2:3][CH3:4].Br[CH2:20][CH2:21][C:22]([O:24][CH2:25][CH3:26])=[O:23]>>[CH2:1]([O:5][C:6]1[C:7](=[O:18])[O:8][C:9]2[C:16]([O:17][CH2:20][CH2:21][C:22]([O:24][CH2:25][CH3:26])=[O:23])=[CH:15][CH:14]=[CH:13][C:10]=2[C:11]=1[OH:12])[CH2:2][CH2:3][CH3:4]. Starting materials: N(=O)[O-].[Na+] (sodium nitrite), N(=O)[O-].[Na+] (sodium nitrite), CuBr, NC1=C(C=C(C=C1)N(S(=O)(=O)C)C1=CC2=C(C(=C(O2)C2=CC=C(C=C2)Cl)C(=O)NC)C=C1C1CC1)Cl (6-(N-(4-amino-3-chlorophenyl)methylsulfonamido)-2-(4-chlorophenyl)-5-cyclopropyl-N-methylbenzofuran-3-carboxamide), Br (HBr). Solvent: O (water), O (water), C(C)#N (acetonitrile). Reaction conditions: temperature 0 celsius, time 30 minute. The product is BrC1=C(C=C(C=C1)N(S(=O)(=O)C)C1=CC2=C(C(=C(O2)C2=CC=C(C=C2)Cl)C(=O)NC)C=C1C1CC1)Cl (6-(N-(4-Bromo-3-chlorophenyl)methylsulfonamido)-2-(4-chlorophenyl)-5-cyclopropyl-N-methylbenzofuran-3-carboxamide). The yield is 45.0%. Reaction SMILES: N[C:2]1[CH:7]=[CH:6][C:5]([N:8]([C:13]2[C:32]([CH:33]3[CH2:35][CH2:34]3)=[CH:31][C:16]3[C:17]([C:27]([NH:29][CH3:30])=[O:28])=[C:18]([C:20]4[CH:25]=[CH:24][C:23]([Cl:26])=[CH:22][CH:21]=4)[O:19][C:15]=3[CH:14]=2)[S:9]([CH3:12])(=[O:11])=[O:10])=[CH:4][C:3]=1[Cl:36].[BrH:37].N([O-])=O.[Na+]>C(#N)C.O>[Br:37][C:2]1[CH:7]=[CH:6][C:5]([N:8]([C:13]2[C:32]([CH:33]3[CH2:35][CH2:34]3)=[CH:31][C:16]3[C:17]([C:27]([NH:29][CH3:30])=[O:28])=[C:18]([C:20]4[CH:25]=[CH:24][C:23]([Cl:26])=[CH:22][CH:21]=4)[O:19][C:15]=3[CH:14]=2)[S:9]([CH3:12])(=[O:11])=[O:10])=[CH:4][C:3]=1[Cl:36] |f:2.3|. Reported procedure: A stirred suspension of 6-(N-(4-amino-3-chlorophenyl)methylsulfonamido)-2-(4-chlorophenyl)-5-cyclopropyl-N-methylbenzofuran-3-carboxamide (0.421 g, 0.773 mmol) in 25 mL of acetonitrile was treated with 25 mL of 48% aqueous HBr and the resulting suspension cooled in an ice water bath. To the mixture was added a solution of sodium nitrite (0.056 g, 0.812 mmol) in 2 mL of water. After stirring at 0° C. for 30 minutes an additional 14 mg portion of sodium nitrite in 1 mL of water was added. After st... Reactants: ClCCCCC1=CNC2=CC=C(C=C12)C#N (3-(4-chlorobutyl)-1H-indole-5-carbonitrile), N1(CCNCC1)C=1C=CC2=C(C=C(O2)C(=O)N)C1 (5-(piperazin-1-yl)benzofuran-2-carboxamide), C(C)(C)N(CC)C(C)C (diisopropylethyl amine), CN1C(CCC1)=O (N-Methyl-2-pyrrolidone), N1(CCNCC1)C=1C=CC2=C(C=C(O2)C(=O)N)C1 (5-(piperazin-1-yl)benzofuran-2-carboxamide). Run in O (water), C(C)#N (Acetonitrile). Product: C1=CC2=C(C=C1C#N)C(=CN2)CCCCN3CCN(CC3)C=4C=CC5=C(C4)C=C(O5)C(=O)N (vilazodone). RXN SMILES: Cl[CH2:2][CH2:3][CH2:4][CH2:5][C:6]1[C:14]2[C:9](=[CH:10][CH:11]=[C:12]([C:15]#[N:16])[CH:13]=2)[NH:8][CH:7]=1.[N:17]1([C:23]2[CH:24]=[CH:25][C:26]3[O:30][C:29]([C:31]([NH2:33])=[O:32])=[CH:28][C:27]=3[CH:34]=2)[CH2:22][CH2:21][NH:20][CH2:19][CH2:18]1.C(N(C(C)C)CC)(C)C.CN1CCCC1=O>O.C(#N)C>[CH:11]1[C:12]([C:15]#[N:16])=[CH:13][C:14]2[C:6]([CH2:5][CH2:4][CH2:3][CH2:2][N:20]3[CH2:21][CH2:22][N:17]([C:23]4[CH:24]=[CH:25][C:26]5[O:30][C:29]([C:31]([NH2:33])=[O:32])=[CH:28][C:27]=5[CH:34]=4)[CH2:18][CH2:19]3)=[CH:7][NH:8][C:9]=2[CH:10]=1. Reported procedure: 3-(4-chlorobutyl)-1H-indole-5-carbonitrile (1.01 g, 1.0 equiv.), 5-(piperazin-1-yl)benzofuran-2-carboxamide (1.10 g, 1.03 equiv.), diisopropylethyl amine (DIPEA, 0.64 g, 1.16 equiv.), and N-Methyl-2-pyrrolidone (NMP, about 40 mL) are charged to a suitable vessel. It is to be noted that 5-(piperazin-1-yl)benzofuran-2-carboxamide may be produced using methods known in the art (see, e.g., U.S. Pat. No. 5,977,112). The mixture is heated and stirred until the reaction is complete. Acetonitrile (about... Starting materials: CN(C)C=O, CCCC[Sn](CCCC)(CCCC)C(F)=CC(C)(C)c1ccc(Cl)cc1, Cc1nc(N)nc(N)c1I, c1coc(P(c2ccco2)c2ccco2)c1. Product: Cc1nc(N)nc(N)c1C(F)=CC(C)(C)c1ccc(Cl)cc1. RXN SMILES: [CH3:53][N:54]([CH3:55])[CH:56]=[O:57].[F:11][C:12](=[CH:13][C:14]([CH3:15])([CH3:16])[c:17]1[cH:18][cH:19][c:20]([Cl:23])[cH:21][cH:22]1)[Sn:24]([CH2:25][CH2:26][CH2:27][CH3:28])([CH2:29][CH2:30][CH2:31][CH3:32])[CH2:33][CH2:34][CH2:35][CH3:36].[NH2:1][c:2]1[n:3][c:4]([CH3:10])[c:5]([I:9])[c:6]([NH2:8])[n:7]1.[o:37]1[cH:38][cH:39][cH:40][c:41]1[P:42]([c:43]1[o:44][cH:45][cH:46][cH:47]1)[c:48]1[o:49][cH:50][cH:51][cH:52]1>>[NH2:1][c:2]1[n:3][c:4]([CH3:10])[c:5]([C:12]([F:11])=[CH:13][C:14]([CH3:15])([CH3:16])[c:17]2[cH:18][cH:19][c:20]([Cl:23])[cH:21][cH:22]2)[c:6]([NH2:8])[n:7]1. The reactants are COCC(C)Oc1cc(Oc2ccc(S(=O)(=O)N(C)Cc3ccc(OC)cc3)nc2)cc(-c2ccc(C3=NCC(CO)O3)[nH]2)c1, O=C(O)C(F)(F)F. Yields the product CNS(=O)(=O)c1ccc(Oc2cc(OC(C)COC)cc(-c3ccc(C4=NCC(CO)O4)[nH]3)c2)cn1. As a reaction SMILES: [OH:1][CH2:2][CH:3]1[CH2:4][N:5]=[C:6]([c:8]2[cH:9][cH:10][c:11](-[c:13]3[cH:14][c:15]([O:16][c:17]4[cH:18][cH:19][c:20]([S:23](=[O:24])(=[O:25])[N:26]([CH3:27])[CH2:28][c:29]5[cH:30][cH:31][c:32]([O:33][CH3:34])[cH:35][cH:36]5)[n:21][cH:22]4)[cH:37][c:38]([O:40][CH:41]([CH2:42][O:43][CH3:44])[CH3:45])[cH:39]3)[nH:12]2)[O:7]1.[OH:46][C:47]([C:48]([F:49])([F:50])[F:51])=[O:52]>>[OH:1][CH2:2][CH:3]1[CH2:4][N:5]=[C:6]([c:8]2[cH:9][cH:10][c:11](-[c:13]3[cH:14][c:15]([O:16][c:17]4[cH:18][cH:19][c:20]([S:23](=[O:24])(=[O:25])[NH:26][CH3:27])[n:21][cH:22]4)[cH:37][c:38]([O:40][CH:41]([CH2:42][O:43][CH3:44])[CH3:45])[cH:39]3)[nH:12]2)[O:7]1. Starting materials: PdCl2dppf, BrC=1C=C2CCCN(C2=NC1)C(=O)N (6-Bromo-3,4-dihydro-2H-[1,8]naphthyridine-1-carboxylic acid amide), C(C)(C)(C)OC(NCC=1C=NC=C(C1)B1OC(C(O1)(C)C)(C)C)=O ([5-(4,4,5,5-tetramethyl-[1,3,2]dioxaborolan-2-yl)-pyridin-3-ylmethyl]-carbamic acid tert-butyl ester), C(=O)([O-])[O-].[Na+].[Na+] (Na2CO3), CCOC(=O)C (EtOAc). Solvent: O1CCOCC1 (1,4-dioxane), O (water). Run at temperature 100 celsius. The product is C(C)(C)(C)OC(NCC=1C=NC=C(C1)C=1C=NC=2N(CCCC2C1)C(N)=O)=O ([5-(8-carbamoyl-5,6,7,8-tetrahydro-[1,8]naphthyridin-3-yl)-pyridin-3-ylmethyl]-carbamic acid tert-butyl ester). Isolated yield 94.2%. Reaction SMILES: Br[C:2]1[CH:3]=[C:4]2[C:9](=[N:10][CH:11]=1)[N:8]([C:12]([NH2:14])=[O:13])[CH2:7][CH2:6][CH2:5]2.[C:15]([O:19][C:20](=[O:38])[NH:21][CH2:22][C:23]1[CH:24]=[N:25][CH:26]=[C:27](B2OC(C)(C)C(C)(C)O2)[CH:28]=1)([CH3:18])([CH3:17])[CH3:16].C([O-])([O-])=O.[Na+].[Na+].CCOC(C)=O>O1CCOCC1.O>[C:15]([O:19][C:20](=[O:38])[NH:21][CH2:22][C:23]1[CH:24]=[N:25][CH:26]=[C:27]([C:2]2[CH:11]=[N:10][C:9]3[N:8]([C:12](=[O:13])[NH2:14])[CH2:7][CH2:6][CH2:5][C:4]=3[CH:3]=2)[CH:28]=1)([CH3:18])([CH3:16])[CH3:17] |f:2.3.4|. Procedure details: 6-Bromo-3,4-dihydro-2H-[1,8]naphthyridine-1-carboxylic acid amide (79 mg, 0.31 mmol), [5-(4,4,5,5-tetramethyl-[1,3,2]dioxaborolan-2-yl)-pyridin-3-ylmethyl]-carbamic acid tert-butyl ester (205 mg, 0.61 mmol) and 2.0 M Na2CO3 aqueous solution (0.31 mL, 0.61 mmol) are dissolved in 2.0 mL of 1,4-dioxane. Argon gas is bubbled through the solution for 5 min. Then PdCl2dppf (16 mg, 0.021 mmol) is added. The mixture is heated at 100° C. for 2 hrs and the mixture is cooled down to room temperature. Then ... Product: CC1=C(C=CC=2SCCOC21)C(=O)O (8-Methyl-2,3-dihydrobenz-1, 4-oxathiine-7-carboxylic acid). Reaction SMILES: [CH3:1][C:2]1[C:11]2[O:10][CH2:9][CH2:8][S:7][C:6]=2[CH:5]=[CH:4][C:3]=1[C:12]([O:14]CC)=[O:13].[OH-].[Na+]>CO.O>[CH3:1][C:2]1[C:11]2[O:10][CH2:9][CH2:8][S:7][C:6]=2[CH:5]=[CH:4][C:3]=1[C:12]([OH:14])=[O:13] |f:1.2,3.4|. Starting materials: CC1=C(C=CC=2SCCOC21)C(=O)OCC (ethyl 8-methyl-2,3-dihydrobenz-1,4-oxathiine-7-carboxylate), [OH-].[Na+] (sodium hydroxide). The solvent is CO.O (methanol water). Conditions: time 2 hour. Procedure details: 4.0 g (0.0168 mol) of ethyl 8-methyl-2,3-dihydrobenz-1,4-oxathiine-7-carboxylate together with 1.0 g (0.0252 mol) of sodium hydroxide are refluxed in 40 ml of methanol/water. The mixture is stirred for 2 hours at this temperature, and the solvent is subsequently distilled off. The residue is taken up in water. The mixture is extracted using ether, and the aqueous phase is then acidified using 2 N hydrochloric acid. The product of value precipitates and is filtered off with suction and washed wit...